This data is from the Open Reaction Database (ORD), a public repository of structured organic reaction records. The task is: describe an organic reaction: reactants, conditions, products, and yield Starting materials: CC(=O)[C@]1(CC[C@@H]2[C@@]1(CC[C@H]3[C@H]2C=C(C4=CC(=O)[C@@H]5C[C@@H]5[C@]34C)Cl)C)O (cyproterone), CS(=O)C (dimethyl sulfoxide). Yields the product ClC1=C[C@H]2[C@@H]3[C@@H](C[C@](C(C)=O)([C@]3(CC[C@@H]2[C@]2([C@@H]3[C@H](C(C=C12)=O)C3)C)C)O)O (6-chloro-15β,17-dihydroxy-1α,2α-methylene-4,6-pregnadiene-3,20-dione). The yield is 36.0%. RXN SMILES: [CH3:1][C:2]([C@:4]1([OH:26])[C@@:8]2([CH3:25])[CH2:9][CH2:10][C@@H:11]3[C@:22]4([CH3:23])[C:15](=[CH:16][C:17]([C@H:19]5[C@@H:21]4[CH2:20]5)=[O:18])[C:14]([Cl:24])=[CH:13][C@H:12]3[C@@H:7]2[CH2:6][CH2:5]1)=[O:3].CS(C)=[O:29]>>[Cl:24][C:14]1[C:15]2[C@:22]([CH3:23])([C@H:21]3[CH2:20][C@H:19]3[C:17](=[O:18])[CH:16]=2)[C@@H:11]2[C@H:12]([C@H:7]3[C@:8]([CH3:25])([CH2:9][CH2:10]2)[C@@:4]([OH:26])([C:2](=[O:3])[CH3:1])[CH2:5][C@H:6]3[OH:29])[CH:13]=1. Reported procedure: Under the culturing and fermentation conditions of Example 1, a 50-liter fermentor is prepared with 28 l. of a Bacillus megaterium culture and, after a culture period of 12 hours, combined with 6 g. of cyproterone (6-chloro-17-hydroxy-1α,2α-methylene-4,6-pregnadiene-3,20-dione), dissolved in 400 ml. of dimethyl sulfoxide. After a contact period of 60 hours, the content of the fermentor is extracted with methyl isobutyl ketone and worked up as described in Example 1. The thus-obtained crude produ... Starting materials: IC=1C=C(C=CC1)O (3-iodophenol), FC(C1=CC=C(C=C1)B(O)O)(F)F (4-(trifluoromethyl)phenylboronic acid), C(=O)([O-])[O-].[K+].[K+] (K2CO3). Reagents/catalysts: [Pd] (Pd/C). The solvent is O (water). Run at temperature 170 celsius. Yields the product FC(C1=CC=C(C=C1)C=1C=C(C=CC1)O)(F)F (3-(4-(trifluoromethyl)phenyl)phenol). As a reaction SMILES: I[C:2]1[CH:3]=[C:4]([OH:8])[CH:5]=[CH:6][CH:7]=1.[F:9][C:10]([F:21])([F:20])[C:11]1[CH:16]=[CH:15][C:14](B(O)O)=[CH:13][CH:12]=1.C([O-])([O-])=O.[K+].[K+]>O.[Pd]>[F:9][C:10]([F:21])([F:20])[C:11]1[CH:16]=[CH:15][C:14]([C:2]2[CH:3]=[C:4]([OH:8])[CH:5]=[CH:6][CH:7]=2)=[CH:13][CH:12]=1 |f:2.3.4|. Reported procedure: To a mixture of 10% Pd/C (cat), 3-iodophenol (220 mg, 1.00 mmol) and 4-(trifluoromethyl)phenylboronic acid (284 mg, 1.49 mmol) was added a solution of K2CO3 (415 mg, 3.01 mmol) in water (10 mL) and the reaction mixture was heated in a Biotage microwave (170° C., absorption high, pre-stirring 10 s) for 20 min. The crude reaction mixture was then extracted into EtOAc (40 mL×3) and dried over MgSO4 to yield 3-(4-(trifluoromethyl)phenyl)phenol as a yellow solid (212 mg, 89%, 99% purity by HPLC) whic...